Dataset: the Open Reaction Database (ORD), a public repository of structured organic reaction records. Task: describe an organic reaction: reactants, conditions, products, and yield Reactants: C[O-].[Na+] (sodium methoxide), FC(C(C)(O)C1=CC=C(C=O)C=C1)(F)F (4-(1,1,1-trifluoro-2-hydroxypropan-2-yl)benzaldehyde), [N+](#[C-])C(C1CCN(CC1)S(=O)(=O)C1=CC=C(C)C=C1)S(=O)(=O)C1=CC=C(C)C=C1 (4-(Isocyano(tosyl)methyl)-1-tosylpiperidine). Solvent: C(C)(=O)OCC (ethyl acetate), C(=O)(O)[O-].[Na+] (NaHCO3), CO (MeOH). Conditions: temperature 80 celsius, time 2 hour. Product: FC(C(C)(O)C1=CC=C(C=C1)C1=C(N=CO1)C1CCN(CC1)S(=O)(=O)C1=CC=C(C)C=C1)(F)F (1,1,1-trifluoro-2-(4-(4-(1-tosylpiperidin-4-yl)oxazol-5-yl)phenyl)propan-2-ol). As a reaction SMILES: [N+:1]([CH:3](S(C1C=CC(C)=CC=1)(=O)=O)[CH:4]1[CH2:9][CH2:8][N:7]([S:10]([C:13]2[CH:19]=[CH:18][C:16]([CH3:17])=[CH:15][CH:14]=2)(=[O:12])=[O:11])[CH2:6][CH2:5]1)#[C-:2].C[O-].[Na+].[F:33][C:34]([F:47])([F:46])[C:35]([C:38]1[CH:45]=[CH:44][C:41]([CH:42]=[O:43])=[CH:40][CH:39]=1)([OH:37])[CH3:36]>CO.C(OCC)(=O)C.C([O-])(O)=O.[Na+]>[F:33][C:34]([F:46])([F:47])[C:35]([C:38]1[CH:45]=[CH:44][C:41]([C:42]2[O:43][CH:2]=[N:1][C:3]=2[CH:4]2[CH2:5][CH2:6][N:7]([S:10]([C:13]3[CH:19]=[CH:18][C:16]([CH3:17])=[CH:15][CH:14]=3)(=[O:11])=[O:12])[CH2:8][CH2:9]2)=[CH:40][CH:39]=1)([OH:37])[CH3:36] |f:1.2,6.7|. Procedure: 4-(Isocyano(tosyl)methyl)-1-tosylpiperidine (260 mg, 0.73 mmol) was dissolved in MeOH (6 mL) and treated with sodium methoxide (1.0 M solution in MeOH, 0.7 mL), and 4-(1,1,1-trifluoro-2-hydroxypropan-2-yl)benzaldehyde (159 mg, 0.73 mmol) was then added. After being stirred at 80° C. for 2 h, the mixture was then cooled to r.t. and diluted with ethyl acetate (80 mL) and saturated aqueous NaHCO3 (30 mL). The separated organic layer was dried over MgSO4, filtered and concentrated under reduced pres... The reactants are NCC(C(=O)O)CC(CCCC(C)C)(C)C (2-Aminomethyl-4,4,8-trimethyl-nonanoic acid), NCC(C(=O)O)CCCCCC(C)C (2-Aminomethyl-8-methyl-nonanoic acid), C1(CC1)C(=O)OC1=C(C=C(C=C1C(C)(C)C)C)C(C)(C)C (2,6-di-t-butyl-4-methylphenyl cyclopropylcarboxylate). Product: NCC(C(=O)O)CC(CCCC(C)C)CC (2-Aminomethyl-4-ethyl-8-methyl-nonanoic acid). RXN SMILES: [NH2:1][CH2:2][CH:3]([CH2:7][C:8]([CH3:16])(C)[CH2:9][CH2:10][CH2:11][CH:12]([CH3:14])[CH3:13])[C:4]([OH:6])=[O:5].N[CH2:18]C(CCCCCC(C)C)C(O)=O.C1(C(OC2C(C(C)(C)C)=CC(C)=CC=2C(C)(C)C)=O)CC1>>[NH2:1][CH2:2][CH:3]([CH2:7][CH:8]([CH2:16][CH3:18])[CH2:9][CH2:10][CH2:11][CH:12]([CH3:13])[CH3:14])[C:4]([OH:6])=[O:5]. Procedure: A procedure similar to that of 2-Aminomethyl-4,4,8-trimethyl-nonanoic acid was utilized to prepare 2-Aminomethyl-8-methyl-nonanoic acid from 2,6-di-t-butyl-4-methylphenyl cyclopropylcarboxylate. m/z 230.2 (M+).